Dataset: the Open Reaction Database (ORD), a public repository of structured organic reaction records. Task: describe an organic reaction: reactants, conditions, products, and yield The reactants are ClC=1C=C(C(=O)OO)C=CC1 (3-chloroperoxybenzoic acid), C(C)SC1=C(SC(=C1)C(F)(F)F)C1=NC=2C(=NC=C(C2)C(F)(F)F)N1C (2-(3-ethylthio-5-trifluoromethylthiophen-2-yl)-3-methyl-6-t rifluoromethyl-3H-imidazo[4,5,b]pyridine), S(=S)(=O)([O-])[O-].[Na+].[Na+] (sodium thiosulfate). Solvent: C(Cl)(Cl)Cl (chloroform). Reaction conditions: time 1 hour. Yields the product C(C)S(=O)(=O)C1=C(SC(=C1)C(F)(F)F)C1=NC=2C(=NC=C(C2)C(F)(F)F)N1C (2-(3-ethylsulfonyl-5-trifluoromethylthiophen-2-yl)-3-methyl-6-trifluoromethyl-3H-imidazo[4,5,b]pyridine). As a reaction SMILES: Cl[C:2]1C=C(C=C[CH:11]=1)C(OO)=O.C(S[C:15]1[CH:19]=[C:18]([C:20]([F:23])([F:22])[F:21])[S:17][C:16]=1[C:24]1[N:36]([CH3:37])[C:27]2=[N:28][CH:29]=[C:30]([C:32]([F:35])([F:34])[F:33])[CH:31]=[C:26]2[N:25]=1)C.[S:38]([O-:42])([O-])(=[O:40])=S.[Na+].[Na+]>C(Cl)(Cl)Cl>[CH2:2]([S:38]([C:15]1[CH:19]=[C:18]([C:20]([F:21])([F:23])[F:22])[S:17][C:16]=1[C:24]1[N:36]([CH3:37])[C:27]2=[N:28][CH:29]=[C:30]([C:32]([F:35])([F:33])[F:34])[CH:31]=[C:26]2[N:25]=1)(=[O:42])=[O:40])[CH3:11] |f:2.3.4|. Procedure details: 0.08 g of 3-chloroperoxybenzoic acid (purity of 65% or more) was added to a solution of 0.06 g of 2-(3-ethylthio-5-trifluoromethylthiophen-2-yl)-3-methyl-6-t rifluoromethyl-3H-imidazo[4,5,b]pyridine in 3 ml of chloroform under ice cooling, and the mixture was stirred for 2 hours and at room temperature for 1 hour. A 10% aqueous sodium thiosulfate solution was poured into the reaction mixture, and the mixture was extracted with chloroform. The organic layer was washed with a saturated aqueous sod... Starting materials: N#Cc1ccc(C(=O)O)cc1, C1CCNC1, CCO, Cl, C1COCCO1. Yields the product N=C(c1ccc(C(=O)O)cc1)N1CCCC1, Cl. Reaction SMILES: [C:1](#[N:2])[c:3]1[cH:4][cH:5][c:6]([C:7](=[O:8])[OH:9])[cH:10][cH:11]1.[CH2:12]1[CH2:13][CH2:14][NH:15][CH2:16]1.[CH3:24][CH2:25][OH:26].[ClH:23].[O:17]1[CH2:18][CH2:19][O:20][CH2:21][CH2:22]1>>[C:1](=[NH:2])([c:3]1[cH:4][cH:5][c:6]([C:7](=[O:8])[OH:9])[cH:10][cH:11]1)[N:15]1[CH2:14][CH2:13][CH2:12][CH2:16]1.[ClH:23]. The reactants are C(C1=CC=CC=C1)N1CC(CCC1)(C1=CC=C(C=C1)C(N(CC)CC)=O)C=1C=C(C=CC1)OS(=O)(=O)C(F)(F)F (trifluoro-methanesulfonic acid 3-[1-benzyl-3-(4-diethylcarbamoyl-phenyl)-piperidin-3-yl]-phenyl ester), tetrakis triphenylphosphine palladium, CN(C)C=O (DMF). Reagents/catalysts: [C-]#N.[Zn+2].[C-]#N (zinc cyanide). Run in C(C)OCC (diethyl ether). Run at temperature 90 celsius, time 5 hour. The product is C(C1=CC=CC=C1)N1CC(CCC1)(C1=CC(=CC=C1)C#N)C1=CC=C(C(=O)N(CC)CC)C=C1 (4-[1-benzyl-3-(3-cyano-phenyl)-piperidin-3-yl]-N,N-diethyl-benzamide). Reaction SMILES: [CH2:1]([N:8]1[CH2:13][CH2:12][CH2:11][C:10]([C:27]2[CH:28]=[C:29](OS(C(F)(F)F)(=O)=O)[CH:30]=[CH:31][CH:32]=2)([C:14]2[CH:19]=[CH:18][C:17]([C:20](=[O:26])[N:21]([CH2:24][CH3:25])[CH2:22][CH3:23])=[CH:16][CH:15]=2)[CH2:9]1)[C:2]1[CH:7]=[CH:6][CH:5]=[CH:4][CH:3]=1.[CH3:41][N:42](C=O)C>C(OCC)C.[C-]#N.[Zn+2].[C-]#N>[CH2:1]([N:8]1[CH2:13][CH2:12][CH2:11][C:10]([C:14]2[CH:15]=[CH:16][C:17]([C:20]([N:21]([CH2:24][CH3:25])[CH2:22][CH3:23])=[O:26])=[CH:18][CH:19]=2)([C:27]2[CH:32]=[CH:31][CH:30]=[C:29]([C:41]#[N:42])[CH:28]=2)[CH2:9]1)[C:2]1[CH:3]=[CH:4][CH:5]=[CH:6][CH:7]=1 |f:3.4.5|. Reported procedure: To a solution of trifluoro-methanesulfonic acid 3-[1-benzyl-3-(4-diethylcarbamoyl-phenyl)-piperidin-3-yl]-phenyl ester (0.40 g, 0.69 mmol) in DMF (8 mL) was added zinc cyanide (0.057 g, 0.49 mmol) and tetrakis triphenylphosphine palladium (0.16 g, 0.14 mmol). The reaction was stirred under a nitrogen atmosphere at 90° C. for 5 hours. The mixture was cooled to room temperatures and it was diluted with diethyl ether (30 mL). The organic layer was washed with brine (5x 10 mL), dried (MgSO4) and con... Reactants: CN(C)C=O, Clc1ccc(C2(Cn3cncn3)CO2)c(Cl)c1, [H-], [Na+], O, c1c[nH]cn1. Product: OC(Cn1ccnc1)(Cn1cncn1)c1ccc(Cl)cc1Cl. RXN SMILES: [CH3:26][N:27]([CH3:28])[CH:29]=[O:30].[Cl:8][c:9]1[c:10]([C:16]2([CH2:19][n:20]3[n:21][cH:22][n:23][cH:24]3)[O:17][CH2:18]2)[cH:11][cH:12][c:13]([Cl:15])[cH:14]1.[H-:1].[Na+:2].[OH2:25].[nH:3]1[cH:4][n:5][cH:6][cH:7]1>>[n:3]1([CH2:18][C:16]([c:10]2[c:9]([Cl:8])[cH:14][c:13]([Cl:15])[cH:12][cH:11]2)([OH:17])[CH2:19][n:20]2[n:21][cH:22][n:23][cH:24]2)[cH:4][n:5][cH:6][cH:7]1. The reactants are CC1(COC(=O)[C@@H]1O)C (D-pantolactone), trifluoroborane diethyl ether, ( 112 ), ClC(C(OCC1=CC=CC=C1)=N)(Cl)Cl (O-benzyl 2,2,2-trichloroacetimidate), ClC(C(OCC1=CC=C(C=C1)OC)=N)(Cl)Cl (O-(4-methoxybenzyl) 2,2,2-trichloroacetimidate), lanthanide triflates, FC(S(=O)(=O)O[Si](C)(C)C)(F)F (trimethylsilyl trifluoromethanesulfonate), C12(C(=O)CC(CC1)C2(C)C)CS(=O)(=O)O (camphorsulphonic acid), [Sn] (tin), FC(C(=O)O)(F)F (trifluoroacetic acid), CC=1C=CC(=CC1)S(=O)(=O)O (TsOH), Cl(=O)(=O)(=O)OC(C1=CC=CC=C1)(C1=CC=CC=C1)C1=CC=CC=C1 (trityl perchlorate), lactone, [B-](F)(F)(F)F.C1=CC=C(C=C1)[C+](C2=CC=CC=C2)C3=CC=CC=C3 (trityl tetrafluoroborate), Ln(OTf)3, FC(S(=O)(=O)O)(F)F (trifluoromethanesulfonic acid). The solvent is C(C)#N (acetonitrile), C1(=CC=CC=C1)C (toluene), C1CCCCC1 (cyclohexane), ClCCl (dichloromethane). Reaction conditions: temperature 0 celsius. Product: CC1(COC(=O)[C@H]1O)C (L-pantolactone). RXN SMILES: [CH3:1][C:2]1([CH3:9])[C@@H:7]([OH:8])[C:5](=[O:6])[O:4][CH2:3]1.ClC(Cl)(Cl)C(=N)OCC1C=CC=CC=1.ClC(Cl)(Cl)C(=N)OCC1C=CC(OC)=CC=1.FC(F)(F)S(O)(=O)=O.CC1C=CC(S(O)(=O)=O)=CC=1.C12(CS(O)(=O)=O)C(C)(C)C(CC1)CC2=O.FC(F)(F)C(O)=O.[B-](F)(F)(F)F.C1C=CC([C+](C2C=CC=CC=2)C2C=CC=CC=2)=CC=1.Cl(OC(C1C=CC=CC=1)(C1C=CC=CC=1)C1C=CC=CC=1)(=O)(=O)=O.FC(F)(F)S(O[Si](C)(C)C)(=O)=O.[Sn]>C1CCCCC1.ClCCl.C(#N)C.C1(C)C=CC=CC=1>[CH3:1][C:2]1([CH3:9])[C@H:7]([OH:8])[C:5](=[O:6])[O:4][CH2:3]1 |f:7.8,^3:140|. Procedure details: Adapting procedures or variations thereof according to O'Brien et al., Tetrahedron Lett. 2002, 43, 5491-5494; Weinges et al., Chem. Ber. 1994, 127, 1305-1309; Johnston et al., J. Chem. Soc. Perkin Trans. 1, 2000, 5, 681-695; Iversen et al, J. Chem. Soc. Chem. Commun. 1981, 1240-1241; Wessel et al. J. Chem. Soc. Perkin Trans. 1, 1985, 2247-2250; Enders et al., Org. Syntheses 2002, 78, 177-183; and Ra1 et al., Tetrahedron Lett. 2003, 44, 2267-2269, in a representative example, an oven-dried three ... The reactants are C(CCC)C1=NC2=C(N1CC1=CC=C(C=C1)C=1C(=CC=CC1)C(=O)OC(C)(C)C)C=C(C=C2)N(C(=O)N(C)C)CCCCC (tert.butyl 4'-[(2-n-butyl-6-(N-(dimethylaminocarbonyl)-n-pentylamino)-benzimidazol-1-yl)-methyl]biphenyl-2-carboxylate), FC(C(=O)O)(F)F (trifluoroacetic acid). Run in C(Cl)Cl (methylene chloride). Yields the product FC(C(=O)O)(F)F.C(CCC)C1=NC2=C(N1CC1=CC=C(C=C1)C=1C(=CC=CC1)C(=O)O)C=C(C=C2)N(C(=O)N(C)C)CCCCC (4'-[(2-n-Butyl-6-(N-(dimethylaminocarbonyl)-n-pentylamin o)-benzimidazol-1-yl)-methyl]biphenyl-2-carboxylic Acid trifluoroacetate). RXN SMILES: [CH2:1]([C:5]1[N:9]([CH2:10][C:11]2[CH:16]=[CH:15][C:14]([C:17]3[C:18]([C:23]([O:25]C(C)(C)C)=[O:24])=[CH:19][CH:20]=[CH:21][CH:22]=3)=[CH:13][CH:12]=2)[C:8]2[CH:30]=[C:31]([N:34]([CH2:40][CH2:41][CH2:42][CH2:43][CH3:44])[C:35]([N:37]([CH3:39])[CH3:38])=[O:36])[CH:32]=[CH:33][C:7]=2[N:6]=1)[CH2:2][CH2:3][CH3:4].[F:45][C:46]([F:51])([F:50])[C:47]([OH:49])=[O:48]>C(Cl)Cl>[F:45][C:46]([F:51])([F:50])[C:47]([OH:49])=[O:48].[CH2:1]([C:5]1[N:9]([CH2:10][C:11]2[CH:12]=[CH:13][C:14]([C:17]3[C:18]([C:23]([OH:25])=[O:24])=[CH:19][CH:20]=[CH:21][CH:22]=3)=[CH:15][CH:16]=2)[C:8]2[CH:30]=[C:31]([N:34]([CH2:40][CH2:41][CH2:42][CH2:43][CH3:44])[C:35]([N:37]([CH3:38])[CH3:39])=[O:36])[CH:32]=[CH:33][C:7]=2[N:6]=1)[CH2:2][CH2:3][CH3:4] |f:3.4|. Reported procedure: Prepared in analogous manner to Example 9 from tert.butyl 4'-[(2-n-butyl-6-(N-(dimethylaminocarbonyl)-n-pentylamino)-benzimidazol-1-yl)-methyl]biphenyl-2-carboxylate and trifluoroacetic acid in methylene chloride. The reactants are O=C([O-])[O-], Cc1ccccc1, Clc1cc(I)ccn1, [Cs+], [Cs+], [Cu]I, OCc1ncc(F)cc1F, c1cnc2c(c1)ccc1cccnc12. Product: Fc1cnc(COc2ccnc(Cl)c2)c(F)c1. Reaction SMILES: [C:19](=[O:20])([O-:21])[O-:22].[CH3:39][c:40]1[cH:41][cH:42][cH:43][cH:44][cH:45]1.[Cl:11][c:12]1[n:13][cH:14][cH:15][c:16]([I:18])[cH:17]1.[Cs+:23].[Cs+:24].[Cu:46][I:47].[F:1][c:2]1[c:3]([CH2:9][OH:10])[n:4][cH:5][c:6]([F:8])[cH:7]1.[cH:25]1[cH:26][c:27]2[cH:28][cH:29][c:30]3[c:31]([c:32]2[n:33][cH:34]1)[n:35][cH:36][cH:37][cH:38]3>>[F:1][c:2]1[c:3]([CH2:9][O:10][c:16]2[cH:15][cH:14][n:13][c:12]([Cl:11])[cH:17]2)[n:4][cH:5][c:6]([F:8])[cH:7]1.